Dataset: the Open Reaction Database (ORD), a public repository of structured organic reaction records. Task: describe an organic reaction: reactants, conditions, products, and yield Reactants: O=C([O-])[O-], CCCCc1nc(=O)c2cc(CBr)ccc2[nH]1, CS(C)=O, [K+], [K+], O. Product: CCCCc1nc(=O)c2cc(CO)ccc2[nH]1. As a reaction SMILES: [C:18]([O-:19])(=[O:20])[O-:21].[CH2:1]([CH2:2][CH2:3][CH3:4])[c:5]1[nH:6][c:7]2[cH:8][cH:9][c:10]([CH2:16][Br:17])[cH:11][c:12]2[c:13](=[O:15])[n:14]1.[CH3:24][S:25]([CH3:26])=[O:27].[K+:22].[K+:23].[OH2:28]>>[CH2:1]([CH2:2][CH2:3][CH3:4])[c:5]1[nH:6][c:7]2[cH:8][cH:9][c:10]([CH2:16][OH:19])[cH:11][c:12]2[c:13](=[O:15])[n:14]1. Yield: 90.1%. RXN SMILES: C([O:3][C:4](=[O:36])[CH2:5][C:6]1[CH:11]=[CH:10][C:9]([C:12]2[CH:17]=[CH:16][C:15]([C:18]3[N:19]=[N:20][N:21]([CH3:35])[C:22]=3[NH:23][C:24]([O:26][C@@H:27]([C:29]3[CH:34]=[CH:33][CH:32]=[CH:31][CH:30]=3)[CH3:28])=[O:25])=[CH:14][CH:13]=2)=[CH:8][CH:7]=1)C.[OH-].[Li+]>C1COCC1>[CH3:35][N:21]1[C:22]([NH:23][C:24]([O:26][C@@H:27]([C:29]2[CH:30]=[CH:31][CH:32]=[CH:33][CH:34]=2)[CH3:28])=[O:25])=[C:18]([C:15]2[CH:16]=[CH:17][C:12]([C:9]3[CH:8]=[CH:7][C:6]([CH2:5][C:4]([OH:36])=[O:3])=[CH:11][CH:10]=3)=[CH:13][CH:14]=2)[N:19]=[N:20]1 |f:1.2|. Run in C1CCOC1 (THF). Procedure: [5-(4-Bromo-phenyl)-3-methyl-3H-[1,2,3]triazol-4-yl]-carbamic acid (R)-1-phenyl-ethyl ester (from Example 1, 120 mg, 0.30 mmol), ethyl 2-(4-(4,4,5,5-tetramethyl-1,3,2-dioxaborolan-2-yl)-phenyl)acetate (130 mg, 0.45 mmol), X-PHOS (43 mg, 0.09 mmol), palladium acetate (10 mg, 0.045 mmol) and potassium phosphate (190 mg, 0.90 mmol) were combined in 5 mL of toluene. Deionized water (1 mL) was added and the mixture was degassed with argon for 2 minutes. The mixture was sealed and stirred at 100° C. f... The reactants are C(C)OC(CC1=CC=C(C=C1)C1=CC=C(C=C1)C=1N=NN(C1NC(=O)O[C@H](C)C1=CC=CC=C1)C)=O ({4′-[1-Methyl-5-((R)-1-phenyl-ethoxycarbonylamino)-1H-[1,2,3]triazol-4-yl]-biphenyl-4-yl}-acetic acid ethyl ester), [OH-].[Li+] (lithium hydroxide). Run at time 3 hour. Yields the product CN1N=NC(=C1NC(=O)O[C@H](C)C1=CC=CC=C1)C1=CC=C(C=C1)C1=CC=C(C=C1)CC(=O)O ({4′-[1-methyl-5-((R)-1-phenyl-ethoxycarbonylamino)-1H-[1,2,3]triazol-4-yl]-biphenyl-4-yl}-acetic acid). Reactants: CC=1C(=C(C=C(C1)[N+](=O)[O-])CN)N1CCN(CC1)C ([3-methyl-2-(4-methylpiperazin-1-yl)-5-nitrophenyl]methanamine), BrCCCCBr (1,4-dibromobutane), C(=O)([O-])[O-].[K+].[K+] (K2CO3). Solvent: C(C)#N (acetonitrile). Yields the product CN1CCN(CC1)C1=C(C=C(C=C1CN1CCCC1)[N+](=O)[O-])C (1-methyl-4-[2-methyl-4-nitro-6-(pyrrolidin-1-ylmethyl)phenyl]piperazine). The yield is 53.0%. As a reaction SMILES: [CH3:1][C:2]1[C:3]([N:13]2[CH2:18][CH2:17][N:16]([CH3:19])[CH2:15][CH2:14]2)=[C:4]([CH2:11][NH2:12])[CH:5]=[C:6]([N+:8]([O-:10])=[O:9])[CH:7]=1.Br[CH2:21][CH2:22][CH2:23][CH2:24]Br.C([O-])([O-])=O.[K+].[K+]>C(#N)C>[CH3:19][N:16]1[CH2:15][CH2:14][N:13]([C:3]2[C:4]([CH2:11][N:12]3[CH2:24][CH2:23][CH2:22][CH2:21]3)=[CH:5][C:6]([N+:8]([O-:10])=[O:9])=[CH:7][C:2]=2[CH3:1])[CH2:18][CH2:17]1 |f:2.3.4|. Procedure details: A mixture of [3-methyl-2-(4-methylpiperazin-1-yl)-5-nitrophenyl]methanamine (188 mg, 0.71 mmol), 1,4-dibromobutane (93 μL, 1.1 eq) and K2CO3 (490 mg, 5 eq) in 15 mL of acetonitrile was refluxed for 48 h. After filtration and evaporation of the filtrate, the residue was purified by flash chromatography (DCM/MeOH/NH4OH//9/1/0.1) to yield expected compound as a pale yellow oil (120 mg, 53% yield). The reactants are CN[C@@H]1C[C@H]2O[C@@](C)([C@@H]1OC)n1c3ccccc3c3c4c(c5c6ccccc6n2c5c31)C(=O)NC4 (staurosporine), O=C\C=C\c1ccccc1. The reagents and catalysts are CC(C)[O-].CC(C)[O-].CC(C)[O-].CC(C)[O-].[Ti+4] (Ti(OiPr)4), CC(=O)O (acetic acid), CC(=O)O[BH-](OC(C)=O)OC(C)=O.[Na+] (Sodium triacetoxyborohydride). Solvent: CN1CCCC1=O (NMP), CN1CCCC1=O (NMP), CN1CCCC1=O (NMP), CN1CCCC1=O (NMP), CN1CCCC1=O (NMP), CN1CCCC1=O (NMP), CN1CCCC1=O (NMP). Reaction conditions: temperature 22 celsius, time 18 hour. The product is CO[C@@H]1[C@@H](C[C@H]2O[C@]1(C)n3c4ccccc4c5c6CNC(=O)c6c7c8ccccc8n2c7c35)N(C)C\C=C\c9ccccc9, CN[C@@H]1C[C@H]2O[C@@](C)([C@@H]1OC)n1c3ccccc3c3c4c(c5c6ccccc6n2c5c31)C(=O)NC4 (Staurosporine), O=C\C=C\c1ccccc1. Reactants: O, CC1(C)CC(O)CC(C)(C)N1CCO. Product: CC1(C)CC(O)CC(C)(C)N1. As a reaction SMILES: [OH2:15].[OH:1][CH2:2][CH2:3][N:4]1[C:5]([CH3:13])([CH3:14])[CH2:6][CH:7]([OH:12])[CH2:8][C:9]1([CH3:10])[CH3:11]>>[NH:4]1[C:5]([CH3:13])([CH3:14])[CH2:6][CH:7]([OH:12])[CH2:8][C:9]1([CH3:10])[CH3:11]. Solvent: O (water). Conditions: time 2.5 hour. Reported procedure: To a solution of solution of 3-carboxymethyl-1-(3-carboxy-phenyl)-1H-indole-2-carboxylic acid (0.743 g, 2.2 mmol) in ethanol (5 mL) was added a drop of conc. H2SO4 and the mixture was stirred at room temperature for 2.5 h. The reaction mixture was diluted with water (50 mL) and extracted with EtOAc (50 mL). The extract was washed with brine, dried over MgSO4 and concentrated to give 0.94 g of 1-(3-carboxy-phenyl)-3-ethoxycarbonylmethyl-1H-indole-2-carboxylic acid as a yellow oil (94% yield): 1H ... Reactants: C(=O)(O)CC1=C(N(C2=CC=CC=C12)C1=CC(=CC=C1)C(=O)O)C(=O)O (3-carboxymethyl-1-(3-carboxy-phenyl)-1H-indole-2-carboxylic acid), OS(=O)(=O)O (H2SO4), C(C)O (ethanol). Yield: 94.0%. Reaction SMILES: [C:1]([CH2:4][C:5]1[C:13]2[C:8](=[CH:9][CH:10]=[CH:11][CH:12]=2)[N:7]([C:14]2[CH:19]=[CH:18][CH:17]=[C:16]([C:20]([OH:22])=[O:21])[CH:15]=2)[C:6]=1[C:23]([OH:25])=[O:24])([OH:3])=[O:2].OS(O)(=O)=O.[CH2:31](O)[CH3:32]>O>[C:20]([C:16]1[CH:15]=[C:14]([N:7]2[C:8]3[C:13](=[CH:12][CH:11]=[CH:10][CH:9]=3)[C:5]([CH2:4][C:1]([O:3][CH2:31][CH3:32])=[O:2])=[C:6]2[C:23]([OH:25])=[O:24])[CH:19]=[CH:18][CH:17]=1)([OH:22])=[O:21]. Yields the product C(=O)(O)C=1C=C(C=CC1)N1C(=C(C2=CC=CC=C12)CC(=O)OCC)C(=O)O (1-(3-carboxy-phenyl)-3-ethoxycarbonylmethyl-1H-indole-2-carboxylic acid). Reactants: C(C)(=O)O[C@H]1[C@H](OC(C)=O)[C@H](OC(C)=O)[C@H](O1)COC(C)=O (1,2,3,5-Tetra-O-acetyl-β-D-ribofuranose), ClC=1NC2=C(N1)C=C(C(=C2)Cl)Cl (2,5,6-Trichlorobenzimidazole), [Si](C)(C)(C)OS(=O)(=O)C(F)(F)F (TMSOTf). Solvent: CCOC(=O)C (EtOAc), CC#N (MeCN). Conditions: time 15 minute. Yields the product ClC1=NC2=C(N1[C@H]1[C@H](OC(C)=O)[C@H](OC(C)=O)[C@H](O1)COC(C)=O)C=C(C(=C2)Cl)Cl (2,5,6-Trichloro-1-(2,3,5-tri-O-acetyl-β-D-ribofuranosyl)benzimidazole). As a reaction SMILES: [Cl:1][C:2]1[NH:3][C:4]2[CH:10]=[C:9]([Cl:11])[C:8]([Cl:12])=[CH:7][C:5]=2[N:6]=1.C(O[C@@H:17]1[O:29][C@H:28]([CH2:30][O:31][C:32](=[O:34])[CH3:33])[C@@H:23]([O:24][C:25](=[O:27])[CH3:26])[C@H:18]1[O:19][C:20](=[O:22])[CH3:21])(=O)C.[Si](OS(C(F)(F)F)(=O)=O)(C)(C)C>CC#N.CCOC(C)=O>[Cl:1][C:2]1[N:3]([C@@H:17]2[O:29][C@H:28]([CH2:30][O:31][C:32](=[O:34])[CH3:33])[C@@H:23]([O:24][C:25](=[O:27])[CH3:26])[C@H:18]2[O:19][C:20](=[O:22])[CH3:21])[C:4]2[CH:10]=[C:9]([Cl:11])[C:8]([Cl:12])=[CH:7][C:5]=2[N:6]=1. Procedure: To a suspension of (5) (62.013 g, 280 mmol) in 1.4 L of dry MeCN under argon, was added 70 mL (280 mmol) of BSA. The reaction mixture was stirred at room temperature for 15 min to give a clear solution. To this solution were added 1,2,3,5-Tetra-O-acetyl-β-D-ribofuranose (89.096 g, 280 mmol) and then 60 mL (310 mmol) of TMSOTf was added dropwise over 20 min. After the addition had been completed, stirring was continued at room temperature for an additional 30 min. The reaction mixture was diluted...